This data is from the Open Reaction Database (ORD), a public repository of structured organic reaction records. The task is: describe an organic reaction: reactants, conditions, products, and yield Reactants: O=C([O-])[O-], CNC, Cl, [K+], [K+], O=N[O-], COC(=O)c1cc(N)c(C)[se]1, [Na+], O. Yields the product COC(=O)c1cc(N=NN(C)C)c(C)[se]1. RXN SMILES: [C:17](=[O:18])([O-:19])[O-:20].[CH3:23][NH:24][CH3:25].[ClH:12].[K+:21].[K+:22].[N:13]([O-:14])=[O:15].[NH2:1][c:2]1[cH:3][c:4]([C:8](=[O:9])[O:10][CH3:11])[se:5][c:6]1[CH3:7].[Na+:16].[OH2:26]>>[N:1]([c:2]1[cH:3][c:4]([C:8](=[O:9])[O:10][CH3:11])[se:5][c:6]1[CH3:7])=[N:13][N:24]([CH3:23])[CH3:25]. The reactants are CN(CCCN(C1=C(C=CC=C1)C(=O)C1=CC=CC=C1)C1=NC=CC=C1N)C ([2-[[3-(Dimethylamino)propyl](3-amino-2-pyridinyl)amino]phenyl]phenylmethanone), C1(=CC=C(C=C1)S(=O)(=O)O)C (p-toluene sulfonic acid). Solvent: C(C)(=O)O (acetic acid), C1(=CC=CC=C1)C (toluene). Product: CN(CCCN1C2=C(N=C(C3=C1C=CC=C3)C3=CC=CC=C3)C=CC=N2)C (N,N-Dimethyl-6-phenyl-11H-pyrido[2,3-b][1,4]benzodiazepine-11-propanamine). As a reaction SMILES: [CH3:1][N:2]([CH3:28])[CH2:3][CH2:4][CH2:5][N:6]([C:21]1[C:26]([NH2:27])=[CH:25][CH:24]=[CH:23][N:22]=1)[C:7]1[CH:12]=[CH:11][CH:10]=[CH:9][C:8]=1[C:13]([C:15]1[CH:20]=[CH:19][CH:18]=[CH:17][CH:16]=1)=O.C1(C)C=CC(S(O)(=O)=O)=CC=1>C(O)(=O)C.C1(C)C=CC=CC=1>[CH3:1][N:2]([CH3:28])[CH2:3][CH2:4][CH2:5][N:6]1[C:7]2[CH:12]=[CH:11][CH:10]=[CH:9][C:8]=2[C:13]([C:15]2[CH:20]=[CH:19][CH:18]=[CH:17][CH:16]=2)=[N:27][C:26]2[CH:25]=[CH:24][CH:23]=[N:22][C:21]1=2. Procedure: [2-[[3-(Dimethylamino)propyl](3-amino-2-pyridinyl)amino]phenyl]phenylmethanone from Example 21a is refluxed in excess acetic acid or in toluene solution containing a catalytic amount of p-toluene sulfonic acid to give a solution of the title compound. Starting materials: [Al+3], Cl, [H-], [H-], [H-], C1CCOC1, O, CN(C)C(=O)c1csc(CO)c1. Product: CN(C)Cc1csc(CO)c1. Reaction SMILES: [Al+3:14].[ClH:23].[H-:13].[H-:15].[H-:16].[O:18]1[CH2:19][CH2:20][CH2:21][CH2:22]1.[OH2:17].[OH:1][CH2:2][c:3]1[cH:4][c:5]([C:8](=[O:9])[N:10]([CH3:11])[CH3:12])[cH:6][s:7]1>>[OH:1][CH2:2][c:3]1[cH:4][c:5]([CH2:8][N:10]([CH3:11])[CH3:12])[cH:6][s:7]1. Starting materials: CN(C)C=O, CCN(C(C)C)C(C)C, CCCCI, CCCCCNC(=O)N(C)c1cccc(-c2ccc(CCC(=O)OC)cc2N)c1, O. Product: CCCCCNC(=O)N(C)c1cccc(-c2ccc(CCC(=O)OC)cc2NCCCC)c1. As a reaction SMILES: [CH3:45][N:46]([CH3:47])[CH:48]=[O:49].[CH:35]([N:36]([CH:37]([CH3:38])[CH3:39])[CH2:40][CH3:41])([CH3:42])[CH3:43].[I:30][CH2:31][CH2:32][CH2:33][CH3:34].[NH2:1][c:2]1[c:3](-[c:14]2[cH:15][c:16]([N:20]([C:21](=[O:22])[NH:23][CH2:24][CH2:25][CH2:26][CH2:27][CH3:28])[CH3:29])[cH:17][cH:18][cH:19]2)[cH:4][cH:5][c:6]([CH2:8][CH2:9][C:10](=[O:11])[O:12][CH3:13])[cH:7]1.[OH2:44]>>[NH:1]([c:2]1[c:3](-[c:14]2[cH:15][c:16]([N:20]([C:21](=[O:22])[NH:23][CH2:24][CH2:25][CH2:26][CH2:27][CH3:28])[CH3:29])[cH:17][cH:18][cH:19]2)[cH:4][cH:5][c:6]([CH2:8][CH2:9][C:10](=[O:11])[O:12][CH3:13])[cH:7]1)[CH2:31][CH2:32][CH2:33][CH3:34]. Product: NC=1C=C(C=C(C1C#N)C1=C(C=CC=C1)Cl)OC (3-Amino-5-(2-chlorophenyl)-4-cyanoanisole). The yield is 73.4%. Starting materials: ClC1=C(C=CC=C1)C=1C(=C(C=C(C1)OC)[N+](=O)[O-])C#N (5-(2-Chlorophenyl)-4-cyano-3-nitroanisole), O.S(=O)([O-])S(=O)[O-].[Na+].[Na+] (sodium dithionite hydrate). RXN SMILES: [Cl:1][C:2]1[CH:7]=[CH:6][CH:5]=[CH:4][C:3]=1[C:8]1[C:9]([C:19]#[N:20])=[C:10]([N+:16]([O-])=O)[CH:11]=[C:12]([O:14][CH3:15])[CH:13]=1.O.S(S([O-])=O)([O-])=O.[Na+].[Na+]>CN(C=O)C.O>[NH2:16][C:10]1[CH:11]=[C:12]([O:14][CH3:15])[CH:13]=[C:8]([C:3]2[CH:4]=[CH:5][CH:6]=[CH:7][C:2]=2[Cl:1])[C:9]=1[C:19]#[N:20] |f:1.2.3.4|. The solvent is CN(C)C=O (DMF), O (H2O). Reaction conditions: time 30 minute. Reported procedure: The product of step (a) (300 mg, 1.0 mmol) was dissolved in DMF (3 ml) and a solution of sodium dithionite hydrate added (500 mg, 2.9 mmol in 6 ml of H2O). The solution became warm and some solid precipitated out of solution. After stirring for 30 min at room temperature, 15 ml of H2O and 2N HCl were added. This mixture was extracted with EtOAc (2×30 ml), neutralised using 2N NaOH and re-extracted with EtOAc (2×30 ml). The combined EtOAc extracts were dried over MgSO4 and the solvent removed to ... The reactants are O=[N+]([O-])c1ccc(Oc2ccnc3cc(Br)sc23)c(F)c1, COCCOC, [Na+], O=C([O-])O, O, OCc1ccc(B(O)O)cc1. The product is O=[N+]([O-])c1ccc(Oc2ccnc3cc(-c4ccc(CO)cc4)sc23)c(F)c1. RXN SMILES: [Br:1][c:2]1[cH:3][c:4]2[n:5][cH:6][cH:7][c:8]([O:11][c:12]3[c:13]([F:21])[cH:14][c:15]([N+:18](=[O:19])[O-:20])[cH:16][cH:17]3)[c:9]2[s:10]1.[CH3:39][O:40][CH2:41][CH2:42][O:43][CH3:44].[Na+:37].[O-:33][C:34]([OH:35])=[O:36].[OH2:38].[OH:22][CH2:23][c:24]1[cH:25][cH:26][c:27]([B:30]([OH:31])[OH:32])[cH:28][cH:29]1>>[c:2]1(-[c:27]2[cH:26][cH:25][c:24]([CH2:23][OH:22])[cH:29][cH:28]2)[cH:3][c:4]2[n:5][cH:6][cH:7][c:8]([O:11][c:12]3[c:13]([F:21])[cH:14][c:15]([N+:18](=[O:19])[O-:20])[cH:16][cH:17]3)[c:9]2[s:10]1. The reactants are CC#CCOc1ccc(S(=O)(=O)NC(Cc2c[nH]c3ccc(Br)cc23)C(=O)OCC)cc1, CO, Cl, [Na+], C1CCOC1, [OH-]. The product is CC#CCOc1ccc(S(=O)(=O)NC(Cc2c[nH]c3ccc(Br)cc23)C(=O)O)cc1. As a reaction SMILES: [CH2:1]([CH3:2])[O:3][C:4]([CH:5]([CH2:6][c:7]1[cH:8][nH:9][c:10]2[cH:11][cH:12][c:13]([Br:16])[cH:14][c:15]12)[NH:17][S:18](=[O:19])(=[O:20])[c:21]1[cH:22][cH:23][c:24]([O:27][CH2:28][C:29]#[C:30][CH3:31])[cH:25][cH:26]1)=[O:32].[CH3:33][OH:34].[ClH:37].[Na+:36].[O:38]1[CH2:39][CH2:40][CH2:41][CH2:42]1.[OH-:35]>>[O:3]=[C:4]([CH:5]([CH2:6][c:7]1[cH:8][nH:9][c:10]2[cH:11][cH:12][c:13]([Br:16])[cH:14][c:15]12)[NH:17][S:18](=[O:19])(=[O:20])[c:21]1[cH:22][cH:23][c:24]([O:27][CH2:28][C:29]#[C:30][CH3:31])[cH:25][cH:26]1)[OH:32].